Dataset: the Open Reaction Database (ORD), a public repository of structured organic reaction records. Task: describe an organic reaction: reactants, conditions, products, and yield Starting materials: COC1=CC2=C(CC(N(C=C2)CCCN(C2CC3=CC(=C(C=C3CC2)OC)OC)C)=O)C=C1OC (1-[7,8-dimethoxy-1,3-dihydro-2H-3-benzazepin-2-on-3-yl]-3-[N-methyl-N-(6,7-dimethoxy-1,2,3,4-tetrahydronaphth-2-yl)-amino]-propane), [H-].[Al+3].[Li+].[H-].[H-].[H-] (lithium aluminum hydride). Product: COC1=CC2=C(CCN(C=C2)CCCN(C2CC3=CC(=C(C=C3CC2)OC)OC)C)C=C1OC (1-[7,8-Dimethoxy-1,3-dihydro-2H-3-benzazepin-3-yl]-3-[N-methyl-N-(6,7-dimethoxy-1,2,3,4-tetrahydronaphth-2-yl)-amino]-propane). RXN SMILES: [CH3:1][O:2][C:3]1[C:33]([O:34][CH3:35])=[CH:32][C:6]2[CH2:7][C:8](=O)[N:9]([CH2:12][CH2:13][CH2:14][N:15]([CH3:30])[CH:16]3[CH2:25][CH2:24][C:23]4[C:18](=[CH:19][C:20]([O:28][CH3:29])=[C:21]([O:26][CH3:27])[CH:22]=4)[CH2:17]3)[CH:10]=[CH:11][C:5]=2[CH:4]=1.[H-].[Al+3].[Li+].[H-].[H-].[H-]>>[CH3:35][O:34][C:33]1[C:3]([O:2][CH3:1])=[CH:4][C:5]2[CH2:11][CH2:10][N:9]([CH2:12][CH2:13][CH2:14][N:15]([CH3:30])[CH:16]3[CH2:25][CH2:24][C:23]4[C:18](=[CH:19][C:20]([O:28][CH3:29])=[C:21]([O:26][CH3:27])[CH:22]=4)[CH2:17]3)[CH:8]=[CH:7][C:6]=2[CH:32]=1 |f:1.2.3.4.5.6|. Procedure details: The title compound is prepared from 1-[7,8-dimethoxy-1,3-dihydro-2H-3-benzazepin-2-on-3-yl]-3-[N-methyl-N-(6,7-dimethoxy-1,2,3,4-tetrahydronaphth-2-yl)-amino]-propane and lithium aluminum hydride analogously to Example 13. Mp: 115°-116° C.